From a dataset of the Open Reaction Database (ORD), a public repository of structured organic reaction records. describe an organic reaction: reactants, conditions, products, and yield Starting materials: O=C(NCCC1CC1)c1ccc(N2CCNCC2)nn1, ClCc1ccc(Cl)cc1Cl. Product: O=C(NCCC1CC1)c1ccc(N2CCN(Cc3ccc(Cl)cc3Cl)CC2)nn1. Reaction SMILES: [CH:11]1([CH2:14][CH2:15][NH:16][C:17](=[O:18])[c:19]2[n:20][n:21][c:22]([N:25]3[CH2:26][CH2:27][NH:28][CH2:29][CH2:30]3)[cH:23][cH:24]2)[CH2:12][CH2:13]1.[Cl:1][c:2]1[c:3]([CH2:4][Cl:5])[cH:6][cH:7][c:8]([Cl:10])[cH:9]1>>[Cl:1][c:2]1[c:3]([CH2:4][N:28]2[CH2:27][CH2:26][N:25]([c:22]3[n:21][n:20][c:19]([C:17]([NH:16][CH2:15][CH2:14][CH:11]4[CH2:12][CH2:13]4)=[O:18])[cH:24][cH:23]3)[CH2:30][CH2:29]2)[cH:6][cH:7][c:8]([Cl:10])[cH:9]1. Starting materials: C(C)(=O)O[C@H]1C(O[C@@H]([C@H]1OC(C)=O)COC(C)=O)Cl (2,3,5-tri-O-acetyl-D-ribofuranosyl chloride), C(C)(=O)O[C@H]1[C@H](OC(C)=O)[C@H](OC(C)=O)[C@H](O1)COC(C)=O (1,2,3,5-tetra-O-acetyl-β-D-ribofuranose), C(N)(=O)C1=C(NC=[N+]1CC1=CC=C(C=C1)[N+](=O)[O-])[O-] (5-carbamoyl-1-(4-nitrobenzyl)imidazolium-4-olate). The product is [N+](=O)([O-])C1=CC=C(CN2C=NC(=C2C(=O)N)O[C@H]2[C@H](OC(C)=O)[C@H](OC(C)=O)[C@H](O2)COC(C)=O)C=C1 (1-(4-nitrobenzyl)-4-(2,3,5-tri-O-acetyl-β-D-ribofuranosyl)oxy-1H-imidazole-5-carboxamide). RXN SMILES: [C:1]([O:4][C@@H:5]1[C@H:9]([O:10][C:11](=[O:13])[CH3:12])[C@@H:8]([CH2:14][O:15][C:16](=[O:18])[CH3:17])[O:7][CH:6]1Cl)(=[O:3])[CH3:2].C(O[C@@H]1O[C@H](COC(=O)C)[C@@H](OC(=O)C)[C@H]1OC(=O)C)(=O)C.[C:42]([C:45]1[N+:49]([CH2:50][C:51]2[CH:56]=[CH:55][C:54]([N+:57]([O-:59])=[O:58])=[CH:53][CH:52]=2)=[CH:48][NH:47][C:46]=1[O-:60])(=[O:44])[NH2:43]>>[N+:57]([C:54]1[CH:53]=[CH:52][C:51]([CH2:50][N:49]2[C:45]([C:42]([NH2:43])=[O:44])=[C:46]([O:60][C@@H:6]3[O:7][C@H:8]([CH2:14][O:15][C:16](=[O:18])[CH3:17])[C@@H:9]([O:10][C:11](=[O:13])[CH3:12])[C@H:5]3[O:4][C:1](=[O:3])[CH3:2])[N:47]=[CH:48]2)=[CH:56][CH:55]=1)([O-:59])=[O:58]. Procedure details: Following a procedure similar to that of Example 1 but using 2,3,5-tri-O-acetyl-D-ribofuranosyl chloride prepared from 2.50 g of 1,2,3,5-tetra-O-acetyl-β-D-ribofuranose and 1.022 g of 5-carbamoyl-1-(4-nitrobenzyl)imidazolium-4-olate there was obtained 0.986 g of 1-(4-nitrobenzyl)-4-(2,3,5-tri-O-acetyl-β-D-ribofuranosyl)oxy-1H-imidazole-5-carboxamide which was recrystallized from ethanol. m.p. 155.5°-156.5° C. The reactants are Nc1cccc(-c2c(Cc3ccccc3)cnc3c(C(F)(F)F)cccc23)c1, COc1cccc(OC)c1C=O. The product is COc1cccc(OC)c1CNc1cccc(-c2c(Cc3ccccc3)cnc3c(C(F)(F)F)cccc23)c1. RXN SMILES: [CH2:1]([c:2]1[cH:3][cH:4][cH:5][cH:6][cH:7]1)[c:8]1[cH:9][n:10][c:11]2[c:12]([C:25]([F:26])([F:27])[F:28])[cH:13][cH:14][cH:15][c:16]2[c:17]1-[c:18]1[cH:19][c:20]([NH2:24])[cH:21][cH:22][cH:23]1.[CH3:29][O:30][c:31]1[c:32]([CH:33]=[O:34])[c:35]([O:39][CH3:40])[cH:36][cH:37][cH:38]1>>[CH2:1]([c:2]1[cH:3][cH:4][cH:5][cH:6][cH:7]1)[c:8]1[cH:9][n:10][c:11]2[c:12]([C:25]([F:26])([F:27])[F:28])[cH:13][cH:14][cH:15][c:16]2[c:17]1-[c:18]1[cH:19][c:20]([NH:24][CH2:33][c:32]2[c:31]([O:30][CH3:29])[cH:38][cH:37][cH:36][c:35]2[O:39][CH3:40])[cH:21][cH:22][cH:23]1. The reactants are C1(C=CCC1)=O (cyclopent-2-enone), C(CC(=O)OC)(=O)OC (dimethyl malonate). The reagents and catalysts are N1C=2N(CCC1)CCCN2 (2,3,4,6,7,8-hexahydro-1H-pyrimido[1,2-a]pyrimidine). Solvent: C1(=CC=CC=C1)C (toluene). Run at time 16 hour. The product is O=C1CC(CC1)C(C(=O)OC)C(=O)OC (Dimethyl 2-(3-oxocyclopentyl)malonate). The yield is 90.3%. As a reaction SMILES: [C:1]1(=[O:6])[CH2:5][CH2:4][CH:3]=[CH:2]1.[C:7]([O:14][CH3:15])(=[O:13])[CH2:8][C:9]([O:11][CH3:12])=[O:10]>C1(C)C=CC=CC=1.N1CCCN2CCCN=C12>[O:6]=[C:1]1[CH2:5][CH2:4][CH:3]([CH:8]([C:7]([O:14][CH3:15])=[O:13])[C:9]([O:11][CH3:12])=[O:10])[CH2:2]1. Reported procedure: Tetrahedron Letters 2005, 46, 6875-6878. To a solution of cyclopent-2-enone (99.82 g, 1216 mmol) and dimethyl malonate (560 mL, 4887 mmol) in dry toluene (1000 mL) was added 2,3,4,6,7,8-hexahydro-1H-pyrimido[1,2-a]pyrimidine (5.10 g, 36.6 mmol). The reaction was stirred at room temperature under nitrogen for 16 hrs, then concentrated under reduced pressure to ˜½ volume. The crude product was filtered through a short path of silica gel (3.5×4 cm), eluting with ethyl acetate. The filtrate was conc... The reactants are [Na] (sodium), N1=CC=CC2=NC=CC=C12 (1,5-Naphthyridine), Cl (hydrochloric acid). Run in C(CCCC)O (amyl alcohol). Yields the product [C@@H]12NCCC[C@@H]2NCCC1 (trans-2,7-Diazabicyclo[4.4.0]decane). As a reaction SMILES: [N:1]1[C:10]2[C:5](=[N:6][CH:7]=[CH:8][CH:9]=2)[CH:4]=[CH:3][CH:2]=1.[Na].Cl>C(O)CCCC>[C@@H:10]12[CH2:9][CH2:8][CH2:7][NH:6][C@H:5]1[CH2:4][CH2:3][CH2:2][NH:1]2 |^1:10|. Procedure details: 1,5-Naphthyridine (5.0 g, 38.4 mmoles) in 450 ml of amyl alcohol was heated under reflux and sodium (21.3 g, 0.92 mole) was added in portions to the reaction mixture over a period of 30 minutes. 84 ml of concentrated hydrochloric acid were then added. The organic phase was separated off, washed twice using water and the combined aqueous extracts were extracted a further two times using ether. The ether phases were discarded, the aqueous phase was rendered basic using caustic soda while cooling w...